Task: describe an organic reaction: reactants, conditions, products, and yield. Dataset: the Open Reaction Database (ORD), a public repository of structured organic reaction records Product: CC(C)(F)CCC(CC(O)C(Cc1ccccc1)NC(=O)c1cnc2ccccc2n1)C1=NCCN1. RXN SMILES: [CH3:42][c:43]1[cH:44][cH:45][cH:46][cH:47][cH:48]1.[CH3:5][Al:6]([CH3:7])[CH3:8].[F:9][C:10]([CH2:11][CH2:12][CH:13]1[CH2:14][CH:15]([CH:19]([CH2:20][c:21]2[cH:22][cH:23][cH:24][cH:25][cH:26]2)[NH:27][C:28](=[O:29])[c:30]2[n:31][c:32]3[cH:33][cH:34][cH:35][cH:36][c:37]3[n:38][cH:39]2)[O:16][C:17]1=[O:18])([CH3:40])[CH3:41].[NH2:1][CH2:2][CH2:3][NH2:4]>>[NH:1]1[CH2:2][CH2:3][N:4]=[C:17]1[CH:13]([CH2:12][CH2:11][C:10]([F:9])([CH3:40])[CH3:41])[CH2:14][CH:15]([OH:16])[CH:19]([CH2:20][c:21]1[cH:22][cH:23][cH:24][cH:25][cH:26]1)[NH:27][C:28](=[O:29])[c:30]1[n:31][c:32]2[cH:33][cH:34][cH:35][cH:36][c:37]2[n:38][cH:39]1. Starting materials: Cc1ccccc1, C[Al](C)C, CC(C)(F)CCC1CC(C(Cc2ccccc2)NC(=O)c2cnc3ccccc3n2)OC1=O, NCCN.